From a dataset of the Open Reaction Database (ORD), a public repository of structured organic reaction records. describe an organic reaction: reactants, conditions, products, and yield The reactants are CNC(=O)C=1N(N=CN1)CC1=C(N=C2N1C=C(C=C2)C)C2=CC=C(C=C2)C (2-(6-Methyl-2-p-tolyl-imidazo[1,2-a]pyridin-3-ylmethyl)-2H-[1,2,4]triazole-3-carboxylic acid methylamide), ClC1=CC=C(C=C1)C=1N=C2N(C=CC=C2)C1CN1N=C(C=C1C)C(=O)OC (methyl 1-((2-(4-chlorophenyl)imidazo[1,2-a]pyridin-3-yl)methyl)-5-methyl-1H-pyrazole-3-carboxylate), CN (methylamine). Yields the product ClC1=CC=C(C=C1)C=1N=C2N(C=CC=C2)C1CN1N=C(C=C1C)C(=O)NC (1-((2-(4-chlorophenyl)imidazo[1,2-a]pyridin-3-yl)methyl)-N,5-dimethyl-1H-pyrazole-3-carboxamide). As a reaction SMILES: [CH3:1][NH:2]C(C1N(CC2N3C=C(C)C=CC3=NC=2C2C=CC(C)=CC=2)N=CN=1)=O.[Cl:28][C:29]1[CH:34]=[CH:33][C:32]([C:35]2[N:36]=[C:37]3[CH:42]=[CH:41][CH:40]=[CH:39][N:38]3[C:43]=2[CH2:44][N:45]2[C:49]([CH3:50])=[CH:48][C:47]([C:51](OC)=[O:52])=[N:46]2)=[CH:31][CH:30]=1.CN>>[Cl:28][C:29]1[CH:30]=[CH:31][C:32]([C:35]2[N:36]=[C:37]3[CH:42]=[CH:41][CH:40]=[CH:39][N:38]3[C:43]=2[CH2:44][N:45]2[C:49]([CH3:50])=[CH:48][C:47]([C:51]([NH:2][CH3:1])=[O:52])=[N:46]2)=[CH:33][CH:34]=1. Procedure: The title compound was prepared according to the procedure described for compound 68 from methyl 1-((2-(4-chlorophenyl)imidazo[1,2-a]pyridin-3-yl)methyl)-5-methyl-1H-pyrazole-3-carboxylate and methylamine. M/e+ 381 for C20H19ClN5O (M+H)+; 1H-NMR (400 MHz, CDCl3) δ 8.20 (d, J=6.9 Hz, 1H), 7.68 m, 1H), 7.65 (d, J=8.4 Hz, 2H), 7.47 (d, J=8.4 Hz, 2H), 7.28 (m, 1H), 6.86 (td, J=6.9, 1.1 Hz, 1H), 6.62 (m, 1H), 6.52 (s, 1H), 5.64 (s, 2H), 2.93 (d, J=5.1 Hz, 3H), 1.99 (s, 3H) ppm. Starting materials: N#CCNC(=O)C1CC(S(=O)(=O)c2ccccc2Cl)CN1, COCC(=O)O, Cl. Yields the product COCC(=O)N1CC(S(=O)(=O)c2ccccc2Cl)CC1C(=O)NCC#N. As a reaction SMILES: [C:2](#[N:3])[CH2:4][NH:5][C:6](=[O:7])[CH:8]1[NH:9][CH2:10][CH:11]([S:13](=[O:14])(=[O:15])[c:16]2[c:17]([Cl:22])[cH:18][cH:19][cH:20][cH:21]2)[CH2:12]1.[CH3:23][O:24][CH2:25][C:26](=[O:27])[OH:28].[ClH:1]>>[C:2](#[N:3])[CH2:4][NH:5][C:6](=[O:7])[CH:8]1[N:9]([C:26]([CH2:25][O:24][CH3:23])=[O:27])[CH2:10][CH:11]([S:13](=[O:14])(=[O:15])[c:16]2[c:17]([Cl:22])[cH:18][cH:19][cH:20][cH:21]2)[CH2:12]1. Starting materials: FC(C(=O)O)(F)F (Trifluoroacetic acid), C(C)(=O)O[C@@H](CCCCN1C(=O)N(C=2N=CN(C2C1=O)C)CCCCCCNC(=O)OCCCC)C ((R)-1-(5-acetoxyhexyl)-3-(N-1-butyloxycarbonyl-6-aminohexyl)-7-methylxanthine). Solvent: ClCCl (dichloromethane). Conditions: time 1 hour. The product is C(C)(=O)O[C@@H](CCCCN1C(=O)N(C=2N=CN(C2C1=O)C)CCCCCCN)C ((R)-1-(5-acetoxyhexyl)-3-(6-aminohexyl)-7-methylxanthine). The yield is 97.6%. As a reaction SMILES: FC(F)(F)C(O)=O.[C:8]([O:11][C@H:12]([CH3:43])[CH2:13][CH2:14][CH2:15][CH2:16][N:17]1[C:26](=[O:27])[C:25]2[N:24]([CH3:28])[CH:23]=[N:22][C:21]=2[N:20]([CH2:29][CH2:30][CH2:31][CH2:32][CH2:33][CH2:34][NH:35]C(OCCCC)=O)[C:18]1=[O:19])(=[O:10])[CH3:9]>ClCCl>[C:8]([O:11][C@H:12]([CH3:43])[CH2:13][CH2:14][CH2:15][CH2:16][N:17]1[C:26](=[O:27])[C:25]2[N:24]([CH3:28])[CH:23]=[N:22][C:21]=2[N:20]([CH2:29][CH2:30][CH2:31][CH2:32][CH2:33][CH2:34][NH2:35])[C:18]1=[O:19])(=[O:10])[CH3:9]. Reported procedure: Trifluoroacetic acid (30 ml) was added to a solution of (R)-1-(5-acetoxyhexyl)-3-(N-1-butyloxycarbonyl-6-aminohexyl)-7-methylxanthine (1.37 g) in dichloromethane (30 ml). After stirring at room temperature for 1 hour, the mixture was concentrated under reduced pressure. The residue was dissolved in dichloromethane (50 ml). The solution was washed with saturated aqueous sodium bicarbonate solution (20 ml), with water (20 ml), with saturated aqueous sodium chloride solution (20 ml), dried over anh... The product is CC(=O)CC(C)(NS(=O)C(C)(C)C)c1cccc(Br)c1. Reactants: [Br-], CON(C)C(=O)CC(C)(NS(=O)C(C)(C)C)c1cccc(Br)c1, C1CCOC1, C[Mg+]. RXN SMILES: [Br-:24].[Br:1][c:2]1[cH:3][c:4]([C:8]([CH2:9][C:10](=[O:11])[N:12]([O:13][CH3:14])[CH3:15])([CH3:16])[NH:17][S:18](=[O:19])[C:20]([CH3:21])([CH3:22])[CH3:23])[cH:5][cH:6][cH:7]1.[CH2:27]1[O:28][CH2:29][CH2:30][CH2:31]1.[CH3:25][Mg+:26]>>[Br:1][c:2]1[cH:3][c:4]([C:8]([CH2:9][C:10](=[O:11])[CH3:25])([CH3:16])[NH:17][S:18](=[O:19])[C:20]([CH3:21])([CH3:22])[CH3:23])[cH:5][cH:6][cH:7]1. Reactants: N1=CNC2=C1CCC(C2)C(=O)O (4,5,6,7-tetrahydrobenzimidazole-5-carboxylic acid), ClC1=CC=C(OCCCNC)C=C1 (3-(4-chlorophenoxy)propylmethylamine). The product is Cl.ClC1=CC=C(OCCCN(C(=O)C2CC3=C(NC=N3)CC2)C)C=C1 (4,5,6,7-Tetrahydro-1H-benzimidazole-5-carboxylic acid [3-(4-chlorophenoxy)propyl]methylamide, hydrochloride). As a reaction SMILES: [N:1]1[C:5]2[CH2:6][CH2:7][CH:8]([C:10]([OH:12])=O)[CH2:9][C:4]=2[NH:3][CH:2]=1.[Cl:13][C:14]1[CH:25]=[CH:24][C:17]([O:18][CH2:19][CH2:20][CH2:21][NH:22][CH3:23])=[CH:16][CH:15]=1>>[ClH:13].[Cl:13][C:14]1[CH:25]=[CH:24][C:17]([O:18][CH2:19][CH2:20][CH2:21][N:22]([CH3:23])[C:10]([CH:8]2[CH2:7][CH2:6][C:5]3[NH:1][CH:2]=[N:3][C:4]=3[CH2:9]2)=[O:12])=[CH:16][CH:15]=1 |f:2.3|. Procedure: By a similar procedure as described in Example 65, the title compound was prepared from 4,5,6,7-tetrahydrobenzimidazole-5-carboxylic acid and 3-(4-chlorophenoxy)propylmethylamine. The reactants are FC=1C=C(C=C(C1)F)CC(=O)N[C@@H](C)C(=O)O (N-(3,5-difluorophenylacetyl)-L-alanine), solid, Cl.C(C1=CC=CC=C1)OC([C@@H](N)CC1=CC=CC=C1)=O (L-phenylalanine benzyl ester hydrochloride). Solvent: CO.C(Cl)Cl (MeOH methylene chloride). Product: C(C1=CC=CC=C1)OC([C@@H](NC([C@@H](NC(CC1=CC(=CC(=C1)F)F)=O)C)=O)CC1=CC=CC=C1)=O (N-[N-(3,5Difluorophenylacetyl)-L-alaninyl]-L-phenylalanine Benzyl Ester). Reaction SMILES: [F:1][C:2]1[CH:3]=[C:4]([CH2:9][C:10]([NH:12][C@H:13]([C:15]([OH:17])=O)[CH3:14])=[O:11])[CH:5]=[C:6]([F:8])[CH:7]=1.Cl.[CH2:19]([O:26][C:27](=[O:37])[C@H:28]([CH2:30][C:31]1[CH:36]=[CH:35][CH:34]=[CH:33][CH:32]=1)[NH2:29])[C:20]1[CH:25]=[CH:24][CH:23]=[CH:22][CH:21]=1>CO.C(Cl)Cl>[CH2:19]([O:26][C:27](=[O:37])[C@H:28]([CH2:30][C:31]1[CH:36]=[CH:35][CH:34]=[CH:33][CH:32]=1)[NH:29][C:15](=[O:17])[C@H:13]([CH3:14])[NH:12][C:10](=[O:11])[CH2:9][C:4]1[CH:5]=[C:6]([F:8])[CH:7]=[C:2]([F:1])[CH:3]=1)[C:20]1[CH:21]=[CH:22][CH:23]=[CH:24][CH:25]=1 |f:1.2,3.4|. Procedure: Following General Procedure B and using N-(3,5-difluorophenylacetyl)-L-alanine (from Example B2 above) and L-phenylalanine benzyl ester hydrochloride (Bachem), the title compound was prepared as a solid (mp=170-171 ° C.). The reaction was monitored by tlc (Rf=0.7 in 5% MeOH/methylene chloride) and the product was purified by recrystallization from MeOH. Starting materials: N(=[N+]=[N-])CC(F)(F)C1=NC=CC=N1 (2-(2-azido-1,1-difluoro-ethyl)-pyrimidine), Cl.O1CCOCC1 (HCl dioxane), [OH-].[Na+] (NaOH), C1=CC=C(C=C1)P(C2=CC=CC=C2)C3=CC=CC=C3 (PPh3). The solvent is C1CCOC1 (THF). Product: FC(CN)(C1=NC=CC=N1)F (2,2-difluoro-2-pyrimidin-2-yl-ethylamine). The yield is 84.4%. RXN SMILES: [N:1]([CH2:4][C:5]([C:8]1[N:13]=[CH:12][CH:11]=[CH:10][N:9]=1)([F:7])[F:6])=[N+]=[N-].[OH-].[Na+].C1C=CC(P(C2C=CC=CC=2)C2C=CC=CC=2)=CC=1.Cl.O1CCOCC1>C1COCC1>[F:7][C:5]([F:6])([C:8]1[N:9]=[CH:10][CH:11]=[CH:12][N:13]=1)[CH2:4][NH2:1] |f:1.2,4.5|. Procedure details: A portion of the 2-(2-azido-1,1-difluoro-ethyl)-pyrimidine (578 mg, 3.12 mmol) was taken up in THF (8 mL), 0.1 M NaOH (aq) (0.6 mL), and PPh3 (982 mg, 3.74 mmol) and stirred at 50° C. for 29 h. The resulting pale yellow solution was allowed to cool to rt, dried (2×Na2SO4), and treated with 4 M HCl/dioxane (2 mL; approximately 8 mmol HCl). The precipitate was collected by decantation, and washed with dry ether (3×15 mL). The solid was then partitioned with 4 M NaCl (4 mL) and EtOAc (4 mL), and th...